From a dataset of the Open Reaction Database (ORD), a public repository of structured organic reaction records. describe an organic reaction: reactants, conditions, products, and yield The reactants are NC1=NC(=CC(=[N+]1[O-])NC(=O)OCCOC)Cl (2-methoxyethyl 2-amino-6-chloro-4-pyrimidinecarbamate-3-oxide), N1CC=CCC1 (1,2,5,6-tetrahydropyridine). Run in C(Cl)(Cl)Cl (chloroform). Run at temperature 45 celsius, time 12 hour. Yields the product NC1=NC(=CC(=N1)NC(=O)OCCOC)N1CCC=CC1 (2-methoxyethyl 2-amino-6-[3,6-dihydro-1(2H)-pyridyl]-4-pyrimidinecarbamate). Reaction SMILES: [NH2:1][C:2]1[N+:7]([O-])=[C:6]([NH:9][C:10]([O:12][CH2:13][CH2:14][O:15][CH3:16])=[O:11])[CH:5]=[C:4](Cl)[N:3]=1.[NH:18]1[CH2:23][CH2:22][CH:21]=[CH:20][CH2:19]1>C(Cl)(Cl)Cl>[NH2:1][C:2]1[N:7]=[C:6]([NH:9][C:10]([O:12][CH2:13][CH2:14][O:15][CH3:16])=[O:11])[CH:5]=[C:4]([N:18]2[CH2:19][CH:20]=[CH:21][CH2:22][CH2:23]2)[N:3]=1. Procedure: 2.5 G. of 2-methoxyethyl 2-amino-6-chloro-4-pyrimidinecarbamate-3-oxide are mixed under argon with 3 ml. of 1,2,5,6-tetrahydropyridine and 25 ml. of chloroform. The mixture is stirred at 45° C. for 12 hours, then cooled and washed with 15 ml. of water. The product is extracted with chloroform, the organic phase is dried over sodium sulfate and the solvent is distilled off under reduced pressure. The residue obtained is crystallized from methylene chloride/ether, there being obtained pure 2-metho... The reactants are C1CCOC1, CCO, O=[Hg], [K+], [Na+], [Na+], O=S(=O)([O-])[O-], [OH-], NN=C(c1ccccc1)c1ccc(CO)cc1. Yields the product [N-]=[N+]=C(c1ccccc1)c1ccc(CO)cc1. RXN SMILES: [CH2:30]1[O:31][CH2:32][CH2:33][CH2:34]1.[CH3:27][CH2:28][OH:29].[Hg:35]=[O:36].[K+:9].[Na+:1].[Na+:2].[O-:3][S:4](=[O:5])(=[O:6])[O-:7].[OH-:8].[OH:10][CH2:11][c:12]1[cH:13][cH:14][c:15]([C:16]([c:17]2[cH:18][cH:19][cH:20][cH:21][cH:22]2)=[N:23][NH2:24])[cH:25][cH:26]1>>[OH:10][CH2:11][c:12]1[cH:13][cH:14][c:15]([C:16]([c:17]2[cH:18][cH:19][cH:20][cH:21][cH:22]2)=[N+:23]=[N-:24])[cH:25][cH:26]1. Starting materials: O=C([O-])[O-], CC(O)(c1ccc(N2CCN(S(=O)(=O)c3cccs3)CC2COS(C)(=O)=O)cc1)C(F)(F)F, CC1(C)NCCNC1=O, CC#N, [K+], [K+]. Product: CC1(C)C(=O)NCCN1CC1CN(S(=O)(=O)c2cccs2)CCN1c1ccc(C(C)(O)C(F)(F)F)cc1. RXN SMILES: [C:43](=[O:44])([O-:45])[O-:46].[CH3:1][S:2]([O:3][CH2:6][CH:7]1[N:8]([c:21]2[cH:22][cH:23][c:24]([C:27]([C:28]([F:29])([F:30])[F:31])([CH3:32])[OH:33])[cH:25][cH:26]2)[CH2:9][CH2:10][N:11]([S:13](=[O:14])(=[O:15])[c:16]2[s:17][cH:18][cH:19][cH:20]2)[CH2:12]1)(=[O:4])=[O:5].[CH3:34][C:35]1([CH3:42])[C:36](=[O:41])[NH:37][CH2:38][CH2:39][NH:40]1.[CH3:49][C:50]#[N:51].[K+:47].[K+:48]>>[CH2:6]([CH:7]1[N:8]([c:21]2[cH:22][cH:23][c:24]([C:27]([C:28]([F:29])([F:30])[F:31])([CH3:32])[OH:33])[cH:25][cH:26]2)[CH2:9][CH2:10][N:11]([S:13](=[O:14])(=[O:15])[c:16]2[s:17][cH:18][cH:19][cH:20]2)[CH2:12]1)[N:40]1[C:35]([CH3:34])([CH3:42])[C:36](=[O:41])[NH:37][CH2:38][CH2:39]1. The reactants are C(=O)(O)CCC1=NC2=C(N(C1=O)C1=CC(=CC=C1)NC(=O)NC1=C(C=CC=C1)OC)N=CC=C2 (2-(2-carboxyethyl)-3-oxo-4-[3-[3-(2-methoxyphenyl)ureido]phenyl]-3,4-dihydropyrido[2,3-b]pyrazine), C(C)O (ethanol), sulfonic acid. Yields the product C(C)OC(=O)CCC1=NC2=C(N(C1=O)C1=CC(=CC=C1)NC(=O)NC1=C(C=CC=C1)OC)N=CC=C2 (2-(2-ethoxycarbonylethyl)-3-oxo-4-[3-[3-(2-methoxyphenyl)-ureido]phenyl]-3,4-dihydropyrido[2,3-b]pyrazine). RXN SMILES: [C:1]([CH2:4][CH2:5][C:6]1[C:11](=[O:12])[N:10]([C:13]2[CH:18]=[CH:17][CH:16]=[C:15]([NH:19][C:20]([NH:22][C:23]3[CH:28]=[CH:27][CH:26]=[CH:25][C:24]=3[O:29][CH3:30])=[O:21])[CH:14]=2)[C:9]2[N:31]=[CH:32][CH:33]=[CH:34][C:8]=2[N:7]=1)([OH:3])=[O:2].[CH2:35](O)[CH3:36]>>[CH2:35]([O:2][C:1]([CH2:4][CH2:5][C:6]1[C:11](=[O:12])[N:10]([C:13]2[CH:18]=[CH:17][CH:16]=[C:15]([NH:19][C:20]([NH:22][C:23]3[CH:28]=[CH:27][CH:26]=[CH:25][C:24]=3[O:29][CH3:30])=[O:21])[CH:14]=2)[C:9]2[N:31]=[CH:32][CH:33]=[CH:34][C:8]=2[N:7]=1)=[O:3])[CH3:36]. Procedure: To a suspension of 2-(2-carboxyethyl)-3-oxo-4-[3-[3-(2-methoxyphenyl)ureido]phenyl]-3,4-dihydropyrido[2,3-b]pyrazine (0.15 g) in ethanol (9 ml) was added conc. sulfonic acid (0.9 ml) and the mixture was refluxed for 30 minutes. After cooling, the reaction mixture was neutralized and ethanol was evaporated. Crystalline materials formed were collected, washed with water and dried to give 2-(2-ethoxycarbonylethyl)-3-oxo-4-[3-[3-(2-methoxyphenyl)-ureido]phenyl]-3,4-dihydropyrido[2,3-b]pyrazine (0.12... Starting materials: C([O-])([O-])=O.[K+].[K+] (Potassium carbonate), ICC (iodoethane), C(C)(C)(C)C=1C(=CC(=C(C1)O)I)Cl (5-t-butyl-4-chloro-2-iodophenol). The solvent is CC(CC)=O (2-butanone). Conditions: temperature 80 celsius. Yields the product C(C)(C)(C)C1=CC(=C(C=C1Cl)I)OCC (4-tert-butyl-5-chloro-2-ethoxy-1-iodobenzene). Yield: 80.2%. As a reaction SMILES: C(=O)([O-])[O-].[K+].[K+].I[CH2:8][CH3:9].[C:10]([C:14]1[C:15]([Cl:22])=[CH:16][C:17]([I:21])=[C:18]([OH:20])[CH:19]=1)([CH3:13])([CH3:12])[CH3:11]>CC(=O)CC>[C:10]([C:14]1[C:15]([Cl:22])=[CH:16][C:17]([I:21])=[C:18]([O:20][CH2:8][CH3:9])[CH:19]=1)([CH3:13])([CH3:11])[CH3:12] |f:0.1.2|. Reported procedure: Potassium carbonate (8.0 g, 58.0 mmol) and iodoethane (3.0 mL, 37.7 mmol) were added to a stirred solution of 5-t-butyl-4-chloro-2-iodophenol (2.4 g, 8.1 mmol; prepared according to Fukata et al. Bull. Chem. Soc. Jpn. 1994, 67, 592-594) in 2-butanone (50 mL). The resulting mixture was heated in an oil bath (80° C.) for 16 h and then allowed to cool. The solution was concentrated and redisolved in methylene chloride. The organic layer was washed with water, brine, dried over anhydrous magnesium s... Reactants: CC1=C(C(=CC=C1)C)N=C(C)C1=CC=CC(=N1)C(C)=O (1-{6-[1-(2,6-Dimethyl-phenylimino)-ethyl]-pyridin-2-yl}-ethanone), C(C)(C)C1=C(C=CC=C1)N (2-isopropyl-phenylamine). Run in C1(=CC=CC=C1)C (toluene). Yields the product CC1=C(C(=CC=C1)C)N=C(C)C1=NC(=CC=C1)C(C)=NC1=C(C=CC=C1)C(C)C ((2,6-Dimethyl-phenyl)-(1-{6-[1-(2-isopropyl-phenylimino)-ethyl]-pyridin-2-yl}-ethylidene)-amine). RXN SMILES: [CH3:1][C:2]1[CH:7]=[CH:6][CH:5]=[C:4]([CH3:8])[C:3]=1[N:9]=[C:10]([C:12]1[N:17]=[C:16]([C:18](=O)[CH3:19])[CH:15]=[CH:14][CH:13]=1)[CH3:11].[CH:21]([C:24]1[CH:29]=[CH:28][CH:27]=[CH:26][C:25]=1[NH2:30])([CH3:23])[CH3:22]>C1(C)C=CC=CC=1>[CH3:1][C:2]1[CH:7]=[CH:6][CH:5]=[C:4]([CH3:8])[C:3]=1[N:9]=[C:10]([C:12]1[CH:13]=[CH:14][CH:15]=[C:16]([C:18](=[N:30][C:25]2[CH:26]=[CH:27][CH:28]=[CH:29][C:24]=2[CH:21]([CH3:23])[CH3:22])[CH3:19])[N:17]=1)[CH3:11]. Procedure: 1-{6-[1-(2,6-Dimethyl-phenylimino)-ethyl]-pyridin-2-yl}-ethanone 1 (5.0 g, 0.0188 mol), 3.30 g (0.0244 mol) of 2-isopropyl-phenylamine 9, 100 g of fresh molecular sieves, and 100 ml of toluene were kept at 100° C. for 3 days under a flow of nitrogen. The solvent was removed in a rotary evaporator and the residue was recrystallized from 20 ml of ethanol. The yield of (2,6-dimethyl-phenyl)-(1-{6-[1-(2-isopropyl-phenylimino)-ethyl]-pyridin-2-yl}-ethylidene)-amine 8 was 4.90 g (68%) as a yellow soli... Starting materials: BrBr (bromine), NC(C(=O)OCC)=S (ethyl amino(thioxo)acetate), C(C)(=O)C=1C=C(C=CC1)C#N (3-acetylbenzenecarbonitrile). Reagents/catalysts: Cl (hydrogen chloride). Run in C(C)(=O)O (acetic acid), C(C)O (ethanol), CCO (EtOH), C(C)(=O)O (acetic acid). The product is C(#N)C=1C=C(C=CC1)C=1N=C(SC1)C(=O)OCC (Ethyl 4-(3-cyanophenyl)-1,3-thiazole-2-carboxylate). RXN SMILES: [C:1]([C:4]1[CH:5]=[C:6]([C:10]#[N:11])[CH:7]=[CH:8][CH:9]=1)(=O)[CH3:2].BrBr.[NH2:14][C:15](=[S:21])[C:16]([O:18][CH2:19][CH3:20])=[O:17]>Cl.C(O)(=O)C.CCO>[C:10]([C:6]1[CH:5]=[C:4]([C:1]2[N:14]=[C:15]([C:16]([O:18][CH2:19][CH3:20])=[O:17])[S:21][CH:2]=2)[CH:9]=[CH:8][CH:7]=1)#[N:11]. Procedure details: At room temperature, 10 drops of a conc. aqueous hydrogen chloride solution are added to 5.00 g (34.4 mmol) of 3-acetylbenzenecarbonitrile in 40 ml of conc. acetic acid. 1.8 ml (34.4 mmol) of bromine in 10 ml of conc. acetic acid are subsequently added dropwise over a period of 1 h, and after the end of the addition, the reaction mixture is poured onto ice. After extraction of the aqueous phase with dichloromethane, the combined organic phases are dried over MgSO4, filtered and concentrated unde... RXN SMILES: [CH2:1]([c:2]1[cH:3][cH:4][cH:5][cH:6][cH:7]1)[O:8][C:9](=[O:10])[NH:11][CH:12]1[C:13](=[O:27])[N:14]([C:19]([C:20](=[O:21])[O:22][CH3:23])=[C:24]([CH3:25])[CH3:26])[CH:15]1[CH2:16][CH:17]=[CH2:18].[Cl+2:28]([O-:29])([O-:30])[O-:31].[I+3:33]([O-:34])([O-:35])([O-:36])[O-:37].[Na+:32].[Na+:38].[O:40]1[CH2:41][CH2:42][CH2:43][CH2:44]1.[OH2:39]>>[CH2:1]([c:2]1[cH:3][cH:4][cH:5][cH:6][cH:7]1)[O:8][C:9](=[O:10])[NH:11][CH:12]1[C:13](=[O:27])[N:14]([C:19]([C:20](=[O:21])[O:22][CH3:23])=[C:24]([CH3:25])[CH3:26])[CH:15]1[CH2:16][CH:17]=[O:29]. Reactants: C=CCC1C(NC(=O)OCc2ccccc2)C(=O)N1C(C(=O)OC)=C(C)C, [O-][Cl+2]([O-])[O-], [O-][I+3]([O-])([O-])[O-], [Na+], [Na+], C1CCOC1, O. Yields the product COC(=O)C(=C(C)C)N1C(=O)C(NC(=O)OCc2ccccc2)C1CC=O. Reactants: ClC(C(=O)Cl)(C1=CC=CC=C1)C1=NC(=CC(=N1)OC)OC (2-chloro-2-(4,6-dimethoxypyrimidin-2-yl)-2phenylacetyl chloride), [Na+].CS(=O)(=O)[NH-] (methanesulfonamide sodium salt). Run at time 8 hour. Product: ClC(C(=O)NS(=O)(=O)C)(C1=CC=CC=C1)C1=NC(=CC(=N1)OC)OC (2-chloro-2-(4,6 dimethoxypyrimidin-2-yl)-N-methanesulfonyl-2-phenylacetamide). As a reaction SMILES: [Cl:1][C:2]([C:12]1[N:17]=[C:16]([O:18][CH3:19])[CH:15]=[C:14]([O:20][CH3:21])[N:13]=1)([C:6]1[CH:11]=[CH:10][CH:9]=[CH:8][CH:7]=1)[C:3](Cl)=[O:4].[Na+].[CH3:23][S:24]([NH-:27])(=[O:26])=[O:25]>O1CCCC1>[Cl:1][C:2]([C:12]1[N:17]=[C:16]([O:18][CH3:19])[CH:15]=[C:14]([O:20][CH3:21])[N:13]=1)([C:6]1[CH:11]=[CH:10][CH:9]=[CH:8][CH:7]=1)[C:3]([NH:27][S:24]([CH3:23])(=[O:26])=[O:25])=[O:4] |f:1.2|. Isolated yield 62.9%. Reported procedure: The product from Stage (b) (3.1 g) in dry tetrahydrofuran (10 ml) was added dropwise to stirred, cooled (5° C.) methanesulfonamide sodium salt (2.8 g) in dry tetrahydrofuran (25 ml). Stirring was continued until most solid had dissolved (2 hours) and the reaction mixture was allowed to stand at room temperature overnight. The solvent was then evaporated off under vacuum and the residue was treated with ether. The precipitated solid was taken up in aqueous potassium bicarbonate, the ether solutio... The solvent is O1CCCC1 (tetrahydrofuran), O1CCCC1 (tetrahydrofuran). The reactants are FC=1C=C(C=C(C1)F)CC(=O)O (3,5-difluorophenylacetic acid), solid, N[C@@H](C)C(=O)NC1C(N(C2=C(C(=N1)C1=CC=CC=C1)C=CC=C2)CC2CC2)=O (3-(L-alaninyl)amino-2,3-dihydro-1-cyclopropylmethyl-5-phenyl-1H-1,4-benzodiazepin-2-one). Yields the product FC=1C=C(C=C(C1)F)CC(=O)N[C@@H](C)C(=O)NC1C(N(C2=C(C(=N1)C1=CC=CC=C1)C=CC=C2)CC2CC2)=O (3-[N′-(3,5-Difluorophenylacetyl)-L-alaninyl]amino-2,3-dihydro-1-cyclopropylmethyl-5-phenyl-1H-1,4-benzodiazepin-2-one). As a reaction SMILES: [F:1][C:2]1[CH:3]=[C:4]([CH2:9][C:10]([OH:12])=O)[CH:5]=[C:6]([F:8])[CH:7]=1.[NH2:13][C@H:14]([C:16]([NH:18][CH:19]1[N:25]=[C:24]([C:26]2[CH:31]=[CH:30][CH:29]=[CH:28][CH:27]=2)[C:23]2[CH:32]=[CH:33][CH:34]=[CH:35][C:22]=2[N:21]([CH2:36][CH:37]2[CH2:39][CH2:38]2)[C:20]1=[O:40])=[O:17])[CH3:15]>>[F:8][C:6]1[CH:5]=[C:4]([CH2:9][C:10]([NH:13][C@H:14]([C:16]([NH:18][CH:19]2[N:25]=[C:24]([C:26]3[CH:31]=[CH:30][CH:29]=[CH:28][CH:27]=3)[C:23]3[CH:32]=[CH:33][CH:34]=[CH:35][C:22]=3[N:21]([CH2:36][CH:37]3[CH2:39][CH2:38]3)[C:20]2=[O:40])=[O:17])[CH3:15])=[O:12])[CH:3]=[C:2]([F:1])[CH:7]=1. Procedure details: Following General Procedure D above using 3,5-difluorophenylacetic acid (Oakwood Products, Inc.) and 3-(L-alaninyl)amino-2,3-dihydro-1-cyclopropylmethyl-5-phenyl-1H-1,4-benzodiazepin-2-one (Example 8-L), the title compound was prepared as a solid (mp.=203-205° C.). The product was purified by slurrying in ether/hexanes.